Task: describe an organic reaction: reactants, conditions, products, and yield. Dataset: the Open Reaction Database (ORD), a public repository of structured organic reaction records Reactants: CCCCCCCCCCCCCCCCNc1ccc(C(CC)C(=O)OCC)cc1, CCO, Cl, [K+], [OH-], O. The product is CCCCCCCCCCCCCCCCNc1ccc(C(CC)C(=O)O)cc1. RXN SMILES: [CH2:1]([CH2:2][CH2:3][CH2:4][CH2:5][CH2:6][CH2:7][CH2:8][CH2:9][CH2:10][CH2:11][CH2:12][CH2:13][CH2:14][CH2:15][CH3:16])[NH:17][c:18]1[cH:19][cH:20][c:21]([CH:24]([C:25](=[O:26])[O:27][CH2:28][CH3:29])[CH2:30][CH3:31])[cH:22][cH:23]1.[CH3:34][CH2:35][OH:36].[ClH:37].[K+:33].[OH-:32].[OH2:38]>>[CH2:1]([CH2:2][CH2:3][CH2:4][CH2:5][CH2:6][CH2:7][CH2:8][CH2:9][CH2:10][CH2:11][CH2:12][CH2:13][CH2:14][CH2:15][CH3:16])[NH:17][c:18]1[cH:19][cH:20][c:21]([CH:24]([C:25](=[O:26])[OH:27])[CH2:30][CH3:31])[cH:22][cH:23]1. Starting materials: ClCC=1OC=C(N1)CO ((2-(chloromethyl)oxazol-4-yl)methanol), CI (MeI), N#N (N2), Ag2O. Run in C(Cl)Cl (CH2Cl2). Run at temperature 40 celsius, time 8 hour. Yields the product ClCC=1OC=C(N1)COC (2-(Chloromethyl)-4-(methoxymethyl)oxazole). Reaction SMILES: N#N.[Cl:3][CH2:4][C:5]1[O:6][CH:7]=[C:8]([CH2:10][OH:11])[N:9]=1.[CH3:12]I>C(Cl)Cl>[Cl:3][CH2:4][C:5]1[O:6][CH:7]=[C:8]([CH2:10][O:11][CH3:12])[N:9]=1. Reported procedure: In a flame dried round-bottomed flask equipped with a magnetic stir bar and under inert atmosphere (N2), a solution of (2-(chloromethyl)oxazol-4-yl)methanol (8.00 g, 54.22 mmol) in CH2Cl2 (32.0 mL) was treated with MeI (4.05 mL, 65.06 mmol) followed by Ag2O (18.85 g, 81.32 mmol) and the resulting mixture (protected from light) was stirred overnight at 40° C. The reaction mixture was filtered and the solvent was removed under reduced pressure. Purification of the residue by FC (6:4 hept-EA) gave ... Starting materials: CCOC(=O)C(CCCCNC(=O)OCc1ccccc1)C(=O)[O-], C=O, CCNCC, CCOC(C)=O. Yields the product C=C(CCCCNC(=O)OCc1ccccc1)C(=O)OCC. Reaction SMILES: [CH2:1]([c:2]1[cH:3][cH:4][cH:5][cH:6][cH:7]1)[O:8][C:9](=[O:10])[NH:11][CH2:12][CH2:13][CH2:14][CH2:15][CH:16]([C:17](=[O:18])[O:19][CH2:20][CH3:21])[C:22]([O-:23])=[O:24].[CH2:25]=[O:26].[CH2:27]([NH:28][CH2:29][CH3:30])[CH3:31].[CH3:32][CH2:33][O:34][C:35](=[O:36])[CH3:37]>>[CH2:1]([c:2]1[cH:3][cH:4][cH:5][cH:6][cH:7]1)[O:8][C:9](=[O:10])[NH:11][CH2:12][CH2:13][CH2:14][CH2:15][C:16]([C:17](=[O:18])[O:19][CH2:20][CH3:21])=[CH2:22]. Starting materials: COC(=O)c1cc(O)c(N=Nc2ccccc2)c(O)c1, CC(=O)OC(C)=O, CC(=O)O. The product is COC(=O)c1cc(O)c(N=Nc2ccccc2)c(OC(C)=O)c1. RXN SMILES: [CH3:1][O:2][C:3]([c:4]1[cH:5][c:6]([OH:19])[c:7]([N:11]=[N:12][c:13]2[cH:14][cH:15][cH:16][cH:17][cH:18]2)[c:8]([OH:10])[cH:9]1)=[O:20].[CH3:21][C:22](=[O:23])[O:24][C:25](=[O:26])[CH3:27].[CH3:28][C:29](=[O:30])[OH:31]>>[CH3:1][O:2][C:3]([c:4]1[cH:5][c:6]([O:19][C:22]([CH3:21])=[O:23])[c:7]([N:11]=[N:12][c:13]2[cH:14][cH:15][cH:16][cH:17][cH:18]2)[c:8]([OH:10])[cH:9]1)=[O:20]. Starting materials: COC=C[C@@H]1CC[C@H](CC1)C1=CC=C(C#N)C=C1 (p-[trans-4-(2-methoxyvinyl)cyclohexyl]benzonitrile), O (water). The solvent is O1CCCC1 (tetrahydrofuran). Yields the product C(#N)C1=CC=C(C=C1)[C@@H]1CC[C@H](CC1)CC=O ([trans-4-(p-cyanophenyl)cyclohexyl]acetaldehyde). The yield is 103.0%. As a reaction SMILES: C[O:2][CH:3]=[CH:4][C@H:5]1[CH2:10][CH2:9][C@H:8]([C:11]2[CH:18]=[CH:17][C:14]([C:15]#[N:16])=[CH:13][CH:12]=2)[CH2:7][CH2:6]1.O>O1CCCC1>[C:15]([C:14]1[CH:17]=[CH:18][C:11]([C@H:8]2[CH2:9][CH2:10][C@H:5]([CH2:4][CH:3]=[O:2])[CH2:6][CH2:7]2)=[CH:12][CH:13]=1)#[N:16]. Procedure: A solution of 10.1 g of p-[trans-4-(2-methoxyvinyl)cyclohexyl]benzonitrile in 200 ml of tetrahydrofuran/2N hydrochloric acid (vol. 4:1) was heated to reflux for 1 hour. The reaction mixture was subsequently poured into 200 ml of water and extracted three times with 150 ml of diethyl ether each time. The organic phases were washed twice with 100 ml of water each time, dried over magnesium sulphate and concentrated, whereby 9.8 g of [trans-4-(p-cyanophenyl)cyclohexyl]acetaldehyde were obtained as ... Reactants: [H-].[Na+] (sodium hydride), CC1=C(N=C(S1)NC(C1=CC=CC=C1)(C1=CC=CC=C1)C1=CC=CC=C1)/C(/C(=O)OCC)=N/O (ethyl 2-(5-methyl-2-tritylaminothiazol-4-yl)-2-(Z)-(hydroxyimino)acetate), C(C1=CC=CC=C1)(C1=CC=CC=C1)(C1=CC=CC=C1)Cl (trityl chloride). The solvent is C(C)(=O)OCC (ethyl acetate), C(C)(=O)OCC (ethyl acetate). Reaction conditions: time 20 hour. Product: CC1=C(N=C(S1)NC(C1=CC=CC=C1)(C1=CC=CC=C1)C1=CC=CC=C1)/C(/C(=O)OCC)=N/OC(C1=CC=CC=C1)(C1=CC=CC=C1)C1=CC=CC=C1 (ethyl 2-(5-methyl-2-tritylaminothiazol-4-yl)-2-(Z)-(trityloxyimino)acetate). Isolated yield 40.1%. Reaction SMILES: [H-].[Na+].[CH3:3][C:4]1[S:8][C:7]([NH:9][C:10]([C:23]2[CH:28]=[CH:27][CH:26]=[CH:25][CH:24]=2)([C:17]2[CH:22]=[CH:21][CH:20]=[CH:19][CH:18]=2)[C:11]2[CH:16]=[CH:15][CH:14]=[CH:13][CH:12]=2)=[N:6][C:5]=1/[C:29](=[N:35]/[OH:36])/[C:30]([O:32][CH2:33][CH3:34])=[O:31].[C:37](Cl)([C:50]1[CH:55]=[CH:54][CH:53]=[CH:52][CH:51]=1)([C:44]1[CH:49]=[CH:48][CH:47]=[CH:46][CH:45]=1)[C:38]1[CH:43]=[CH:42][CH:41]=[CH:40][CH:39]=1>C(OCC)(=O)C>[CH3:3][C:4]1[S:8][C:7]([NH:9][C:10]([C:17]2[CH:22]=[CH:21][CH:20]=[CH:19][CH:18]=2)([C:23]2[CH:24]=[CH:25][CH:26]=[CH:27][CH:28]=2)[C:11]2[CH:12]=[CH:13][CH:14]=[CH:15][CH:16]=2)=[N:6][C:5]=1/[C:29](=[N:35]/[O:36][C:37]([C:38]1[CH:43]=[CH:42][CH:41]=[CH:40][CH:39]=1)([C:50]1[CH:51]=[CH:52][CH:53]=[CH:54][CH:55]=1)[C:44]1[CH:45]=[CH:46][CH:47]=[CH:48][CH:49]=1)/[C:30]([O:32][CH2:33][CH3:34])=[O:31] |f:0.1|. Procedure: To a suspension of sodium hydride (1.37 g) in 110 ml of ethyl acetate, ethyl 2-(5-methyl-2-tritylaminothiazol-4-yl)-2-(Z)-(hydroxyimino)acetate (16.15 g) was added at room temperature. The mixture was treated with a solution of trityl chloride (9.55 g) in ethyl acetate (66 ml). After 20 hours, the reaction was quenched by ice-water. The aqueous phase was extracted with ethyl acetate, and the combined extracts were washed with brine and dried with magnesium sulfate. The solvent was removed under ...